From a dataset of the Open Reaction Database (ORD), a public repository of structured organic reaction records. describe an organic reaction: reactants, conditions, products, and yield Starting materials: BrC1=CC(=C(C=C1)C(=O)N1[C@@H](CCC1)CN1CCCC1)C(F)(F)F ((4-bromo-2-trifluoromethyl-phenyl)-(2-(S)-pyrrolidin-1-ylmethyl-pyrrolidin-1-yl)-methanone), CS(=O)(=O)C1=CC=C(C=C1)B(O)O (4-methanesulfonylbenzene boronic acid). Product: CS(=O)(=O)C1=CC=C(C=C1)C1=CC(=C(C=C1)C(F)(F)F)C(=O)N1[C@@H](CCC1)CN1CCCC1 ((4′-Methanesulfonyl-4-trifluoromethyl-biphenyl-3-yl)-(2-(S)-pyrrolidin-1-ylmethyl-pyrrolidin-1-yl)-methanone). Reaction SMILES: Br[C:2]1[CH:7]=[CH:6][C:5]([C:8]([N:10]2[CH2:14][CH2:13][CH2:12][C@H:11]2[CH2:15][N:16]2[CH2:20][CH2:19][CH2:18][CH2:17]2)=[O:9])=[C:4]([C:21]([F:24])([F:23])[F:22])[CH:3]=1.[CH3:25][S:26]([C:29]1[CH:34]=[CH:33][C:32](B(O)O)=[CH:31][CH:30]=1)(=[O:28])=[O:27]>>[CH3:25][S:26]([C:29]1[CH:34]=[CH:33][C:32]([C:7]2[CH:2]=[CH:3][C:4]([C:21]([F:24])([F:23])[F:22])=[C:5]([C:8]([N:10]3[CH2:14][CH2:13][CH2:12][C@H:11]3[CH2:15][N:16]3[CH2:20][CH2:19][CH2:18][CH2:17]3)=[O:9])[CH:6]=2)=[CH:31][CH:30]=1)(=[O:28])=[O:27]. Reported procedure: The title compound is prepared in a manner substantially analogous to Example 14 via Procedure F′ from (4-bromo-2-trifluoromethyl-phenyl)-(2-(S)-pyrrolidin-1-ylmethyl-pyrrolidin-1-yl)-methanone and 4-methanesulfonylbenzene boronic acid (CAS 149104-88-1). MS (FIA) 481 (MH+) Starting materials: C[N+]1(CCOCC1)[O-] (N-methylmorpholine-N-oxide), C(C)OC(\C=C(/C)\C=C\[C@H]1[C@@](C1)(C)C=1C=C(C2=C(C(CO2)(C)C)C1)CCC(CCCC)O)=O ((E)-3-((E)-2-{(1S,2S)-2-[7-(3-hydroxy-heptyl)-3,3-dimethyl-2,3-dihydro-benzofuran-5-yl]-2-methyl-cyclopropyl}-vinyl)-but-2-enoic acid ethyl ester), powder, OC(CCC1=CC(=CC=2C(COC21)(C)C)[C@@]2([C@@H](C2)/C=C/C(=C/C(=O)O)/C)C)CCCC ((E)-3-((E)-2-{(1S,2S)-2-[7-(3-Hydroxy-heptyl)-3,3-dimethyl-2,3-dihydro-benzofuran-5-yl]-2-methyl-cyclopropyl}-vinyl)-but-2-enoic acid), ClCCl (dichloromethane). Reagents/catalysts: [Ru](=O)(=O)(=O)[O-].C(CC)[N+](CCC)(CCC)CCC (tetra-n-propylammoniumperruthenate). Solvent: C(C)#N (acetonitrile). The product is C(C)OC(\C=C(/C)\C=C\[C@H]1[C@@](C1)(C)C=1C=C(C2=C(C(CO2)(C)C)C1)CCC(CCCC)=O)=O ((E)-3-((E)-2-{(1 S,2S)-2-[3,3-Dimethyl-7-(3-oxo-heptyl)-2,3-dihydro-benzofuran-5-yl]-2-methyl-cyclopropyl}-vinyl)-but-2-enoic acid ethyl ester). Reaction SMILES: [CH2:1]([O:3][C:4](=[O:33])/[CH:5]=[C:6](/[CH:8]=[CH:9]/[C@@H:10]1[CH2:12][C@@:11]1([C:14]1[CH:15]=[C:16]([CH2:25][CH2:26][CH:27]([OH:32])[CH2:28][CH2:29][CH2:30][CH3:31])[C:17]2[O:21][CH2:20][C:19]([CH3:23])([CH3:22])[C:18]=2[CH:24]=1)[CH3:13])\[CH3:7])[CH3:2].OC(CCCC)CCC1C2OCC(C)(C)C=2C=C([C@@]2(C)C[C@H]2/C=C/C(/C)=C/C(O)=O)C=1.ClCCl.C[N+]1([O-])CCOCC1>[Ru]([O-])(=O)(=O)=O.C([N+](CCC)(CCC)CCC)CC.C(#N)C>[CH2:1]([O:3][C:4](=[O:33])/[CH:5]=[C:6](/[CH:8]=[CH:9]/[C@@H:10]1[CH2:12][C@@:11]1([C:14]1[CH:15]=[C:16]([CH2:25][CH2:26][C:27](=[O:32])[CH2:28][CH2:29][CH2:30][CH3:31])[C:17]2[O:21][CH2:20][C:19]([CH3:22])([CH3:23])[C:18]=2[CH:24]=1)[CH3:13])\[CH3:7])[CH3:2] |f:4.5|. Procedure details: Following General Procedure F and using (E)-3-((E)-2-{(1S,2S)-2-[7-(3-hydroxy-heptyl)-3,3-dimethyl-2,3-dihydro-benzofuran-5-yl]-2-methyl-cyclopropyl}-vinyl)-but-2-enoic acid ethyl ester (Compound 38, 0.019 g, 0.042 mmol), dichloromethane (2.5 mL), acetonitrile (0.5 mL), 4A° molecular sieves powder (0.15 g), tetra-n-propylammoniumperruthenate (0.012 g) and N-methylmorpholine-N-oxide (0.07 g, 0.6 mmol), the title compound was obtained (0.012 g, 58%). Yields the product ClC1=C(C=CC=C1F)C=1OC2=C(C(=CC(=C2C(C1)=O)O)O)[C@H]1[C@@H](N(CC1)C)CO ((+)-trans-2-(2-Chloro-3-fluoro-phenyl)-5,7-dihydroxy-8-(2-hydroxymethyl-1-methyl-pyrrolidin-3-yl)-chromen-4-one). Starting materials: ClC1=C(C=CC=C1F)C=1OC2=C(C(=CC(=C2C(C1)=O)OC)OC)[C@H]1[C@@H](N(CC1)C)CO ((+)-trans-2-(2-Chloro-3-fluoro-phenyl)-8-(2-hydroxymethyl-1-methyl-pyrrolidin-3-yl)-5,7-dimethoxy-chromen-4-one), Cl.N1=CC=CC=C1 (pyridine hydrochloride). As a reaction SMILES: [Cl:1][C:2]1[C:7]([F:8])=[CH:6][CH:5]=[CH:4][C:3]=1[C:9]1[O:10][C:11]2[C:16]([C:17](=[O:19])[CH:18]=1)=[C:15]([O:20]C)[CH:14]=[C:13]([O:22]C)[C:12]=2[C@@H:24]1[CH2:28][CH2:27][N:26]([CH3:29])[C@H:25]1[CH2:30][OH:31].Cl.N1C=CC=CC=1>>[Cl:1][C:2]1[C:7]([F:8])=[CH:6][CH:5]=[CH:4][C:3]=1[C:9]1[O:10][C:11]2[C:16]([C:17](=[O:19])[CH:18]=1)=[C:15]([OH:20])[CH:14]=[C:13]([OH:22])[C:12]=2[C@@H:24]1[CH2:28][CH2:27][N:26]([CH3:29])[C@H:25]1[CH2:30][OH:31] |f:1.2|. Procedure: Compound of example 133 (0.31 g, 0.74 mmol) was subjected to demethylation using pyridine hydrochloride (3.1 g, 26.84 mmol) as described in example 17 to obtain the title compound. Starting materials: CC(C)(C)OC(=O)NC(Cc1ccccc1)C(=O)O, CC(C)CCN, ClCCl, On1nnc2ccccc21. Product: CC(C)CCNC(=O)C(Cc1ccccc1)NC(=O)OC(C)(C)C. RXN SMILES: [C:7](=[O:8])([O:9][C:10]([CH3:11])([CH3:12])[CH3:13])[NH:14][CH:15]([CH2:16][c:17]1[cH:18][cH:19][cH:20][cH:21][cH:22]1)[C:23](=[O:24])[OH:25].[CH2:1]([CH2:2][CH:3]([CH3:4])[CH3:5])[NH2:6].[Cl:36][CH2:37][Cl:38].[OH:26][n:27]1[c:28]2[c:29]([cH:30][cH:31][cH:32][cH:33]2)[n:34][n:35]1>>[CH2:1]([CH2:2][CH:3]([CH3:4])[CH3:5])[NH:6][C:23]([CH:15]([NH:14][C:7](=[O:8])[O:9][C:10]([CH3:11])([CH3:12])[CH3:13])[CH2:16][c:17]1[cH:18][cH:19][cH:20][cH:21][cH:22]1)=[O:25]. Reactants: O=C(O)CCN(CCc1ccc(Cl)c(Cl)c1)C(=O)OCc1ccccc1, NCCc1cccc(Cl)c1Cl, O=C(Cl)C(=O)Cl, ClCCl, CN(C)C=O. Yields the product O=C(Cl)CCN(CCc1ccc(Cl)c(Cl)c1)C(=O)OCc1ccccc1. As a reaction SMILES: [CH2:1]([c:2]1[cH:3][cH:4][cH:5][cH:6][cH:7]1)[O:8][C:9](=[O:10])[N:11]([CH2:12][CH2:13][C:14](=[O:15])[OH:16])[CH2:17][CH2:18][c:19]1[cH:20][c:21]([Cl:26])[c:22]([Cl:25])[cH:23][cH:24]1.[Cl:27][c:28]1[c:29]([Cl:30])[cH:31][cH:32][cH:33][c:34]1[CH2:35][CH2:36][NH2:37].[Cl:38][C:39]([C:40]([Cl:41])=[O:42])=[O:43].[Cl:49][CH2:50][Cl:51].[O:44]=[CH:45][N:46]([CH3:47])[CH3:48]>>[CH2:1]([c:2]1[cH:3][cH:4][cH:5][cH:6][cH:7]1)[O:8][C:9](=[O:10])[N:11]([CH2:12][CH2:13][C:14](=[O:15])[Cl:27])[CH2:17][CH2:18][c:19]1[cH:20][c:21]([Cl:26])[c:22]([Cl:25])[cH:23][cH:24]1. The reactants are ClC1=CC(=C(OC2=CC=C(C=N2)NC(=O)C2=C(C=CC=C2)OC(C)=O)C=C1)C (Acetic acid 2-(6-(4-chloro-2-methyl-phenoxy)-pyridin-3-ylcarbamoyl)-phenyl ester), lithium hydrozide. Solvent: O1CCCC1 (tetrahydrofuran). Reaction conditions: temperature 22 celsius, time 30 minute. The product is ClC1=CC(=C(OC2=CC=C(C=N2)NC(C2=C(C=CC=C2)O)=O)C=C1)C (N-(6-(4-chloro-2-methyl-phenoxy)-pyridin-3-yl)-2-hydroxy-benzamide). As a reaction SMILES: [Cl:1][C:2]1[CH:27]=[CH:26][C:5]([O:6][C:7]2[N:12]=[CH:11][C:10]([NH:13][C:14]([C:16]3[CH:21]=[CH:20][CH:19]=[CH:18][C:17]=3[O:22]C(=O)C)=[O:15])=[CH:9][CH:8]=2)=[C:4]([CH3:28])[CH:3]=1>O1CCCC1>[Cl:1][C:2]1[CH:27]=[CH:26][C:5]([O:6][C:7]2[N:12]=[CH:11][C:10]([NH:13][C:14](=[O:15])[C:16]3[CH:21]=[CH:20][CH:19]=[CH:18][C:17]=3[OH:22])=[CH:9][CH:8]=2)=[C:4]([CH3:28])[CH:3]=1. Procedure: Acetic acid 2-(6-(4-chloro-2-methyl-phenoxy)-pyridin-3-ylcarbamoyl)-phenyl ester (304 mg, 0.77 mmol) dissolved in tetrahydrofuran (3.8 mL) was treated with an aqueous lithium hydrozide solution (1.0 M, 3.8 mL, 3.8 mmol). The solution was stirred for 30 minutes at 22° C. then quenched with aqueous saturated NH4Cl. The mixture was diluted with ethyl acetate then the organics were washed with water, 2× saturated NaHCO3, saturated NaCl, dried over Na2SO4 and concentrated in vacuo. MS (m/z): 354/356 ... Reactants: C(CCCCCCCCCCCCCCC)OC[C@H]1C[C@@H](OC1)COC(=O)NCC1=NC=CC=C1 (trans-2-[[[[(4-hexadecyloxymethyltetrahydrofuran-2-yl)methoxy]carbonyl]amino]methyl]pyridine), C(C)I (ethyl iodide). The solvent is C(C)#N (acetonitrile). Yields the product [I-].C(C)[N+]1=C(C=CC=C1)CNC(=O)OC[C@@H]1OC[C@H](C1)COCCCCCCCCCCCCCCCC (trans-N-ethyl-2-[[[(4-hexadecyloxymethyltetrahydrofuran-2-yl)methoxy]carbonyl]amino]methylpyridinium iodide), solid. Isolated yield 90.0%. As a reaction SMILES: [CH2:1]([O:17][CH2:18][C@@H:19]1[CH2:23][O:22][C@@H:21]([CH2:24][O:25][C:26]([NH:28][CH2:29][C:30]2[CH:35]=[CH:34][CH:33]=[CH:32][N:31]=2)=[O:27])[CH2:20]1)[CH2:2][CH2:3][CH2:4][CH2:5][CH2:6][CH2:7][CH2:8][CH2:9][CH2:10][CH2:11][CH2:12][CH2:13][CH2:14][CH2:15][CH3:16].[CH2:36]([I:38])[CH3:37]>C(#N)C>[I-:38].[CH2:36]([N+:31]1[CH:32]=[CH:33][CH:34]=[CH:35][C:30]=1[CH2:29][NH:28][C:26]([O:25][CH2:24][C@H:21]1[CH2:20][C@H:19]([CH2:18][O:17][CH2:1][CH2:2][CH2:3][CH2:4][CH2:5][CH2:6][CH2:7][CH2:8][CH2:9][CH2:10][CH2:11][CH2:12][CH2:13][CH2:14][CH2:15][CH3:16])[CH2:23][O:22]1)=[O:27])[CH3:37] |f:3.4|. Procedure: A mixture of the compound prepared in example 9 (0.3 g, 0.61 mmol) and ethyl iodide (2 mL) dissolved in acetonitrile (1 mL) was refluxed under argon atmosphere for 12 h. The mixture was permitted to cool, the solvent was evaporated in vacuo and the residue was recrystallized with dichloromethane and diethyl ether to yield 0.36 g of the title compound of this example as a yellowish solid (90% yield). Starting materials: C(#N)[C@H]1N2[C@@H](SC1)C[C@@](C2=O)(CC(C)C)NC(OC(C)(C)C)=O (tert-butyl (3R,6R,7aS)-(3-cyano-6-isobutyl-5-oxohexahydropyrrolo[2,1-b]thiazol-6-yl)-carbamate), FC(C(=O)O)(F)F (trifluoroacetic acid). The solvent is C1(=CC=CC=C1)SC (thioanisole). The product is FC(C(=O)O)(F)F.N[C@@]1(C[C@@H]2SC[C@H](N2C1=O)C#N)CC(C)C ((3R,6R,7aS)-6-Amino-6-isobutyl-5-oxohexahydropyrrolo[2,1-b]thiazole-3-carbonitrile trifluoroacetate). As a reaction SMILES: [C:1]([C@@H:3]1[CH2:7][S:6][C@H:5]2[CH2:8][C@:9]([NH:16]C(=O)OC(C)(C)C)([CH2:12][CH:13]([CH3:15])[CH3:14])[C:10](=[O:11])[N:4]12)#[N:2].[F:24][C:25]([F:30])([F:29])[C:26]([OH:28])=[O:27]>C1(SC)C=CC=CC=1>[F:24][C:25]([F:30])([F:29])[C:26]([OH:28])=[O:27].[NH2:16][C@@:9]1([CH2:12][CH:13]([CH3:15])[CH3:14])[C:10](=[O:11])[N:4]2[C@@H:5]([S:6][CH2:7][C@H:3]2[C:1]#[N:2])[CH2:8]1 |f:3.4|. Reported procedure: 53 mg of tert-butyl (3R,6R,7aS)-(3-cyano-6-isobutyl-5-oxohexahydropyrrolo[2,1-b]thiazol-6-yl)-carbamate were reacted with 3 ml of trifluoroacetic acid and 600 μl of thioanisole at 0° C. for 30 min. The solvents were then removed in vacuo, and the residue was stirred in diethyl ether, filtered off with suction and dried. The reactants are C=CCBr, C[O-], [Na+], O, CC(C)(C)OC(=O)CNC(=O)Nc1ccc(C=NO)cc1. Yields the product C=CCON=Cc1ccc(NC(=O)NCC(=O)OC(C)(C)C)cc1. As a reaction SMILES: [CH2:25]([CH:26]=[CH2:27])[Br:28].[CH3:22][O-:23].[Na+:24].[OH2:29].[OH:1][N:2]=[CH:3][c:4]1[cH:5][cH:6][c:7]([NH:10][C:11](=[O:12])[NH:13][CH2:14][C:15](=[O:16])[O:17][C:18]([CH3:19])([CH3:20])[CH3:21])[cH:8][cH:9]1>>[O:1]([N:2]=[CH:3][c:4]1[cH:5][cH:6][c:7]([NH:10][C:11](=[O:12])[NH:13][CH2:14][C:15](=[O:16])[O:17][C:18]([CH3:19])([CH3:20])[CH3:21])[cH:8][cH:9]1)[CH2:27][CH:26]=[CH2:25].